Dataset: the Open Reaction Database (ORD), a public repository of structured organic reaction records. Task: describe an organic reaction: reactants, conditions, products, and yield Starting materials: OC1=NC=C(C=C1[N+](=O)[O-])CC(C)C (2-hydroxy-3-nitro-5-(2-methylpropyl)pyridine), OC1=NC=C(C=C1[N+](=O)[O-])CC(C)C (2-hydroxy-3-nitro-5-(2-methylpropyl)pyridine), P(=O)(Cl)(Cl)Cl (phosphorous oxychloride), ice water, [Na].C(O)([O-])=O (sodium hydrogencarbonate). Conditions: temperature 120 celsius. The product is ClC1=NC=C(C=C1[N+](=O)[O-])CC(C)C (2-Chloro-3-nitro-5-(2-methylpropyl)pyridine). RXN SMILES: O[C:2]1[C:7]([N+:8]([O-:10])=[O:9])=[CH:6][C:5]([CH2:11][CH:12]([CH3:14])[CH3:13])=[CH:4][N:3]=1.P(Cl)(Cl)([Cl:17])=O.[Na].C(=O)([O-])O>>[Cl:17][C:2]1[C:7]([N+:8]([O-:10])=[O:9])=[CH:6][C:5]([CH2:11][CH:12]([CH3:14])[CH3:13])=[CH:4][N:3]=1 |f:2.3,^1:19|. Procedure details: A mixture of 1.7 g of 2-hydroxy-3-nitro-5-(2-methylpropyl)pyridine (starting material D4) and 15 ml of phosphorous oxychloride is heated under reflux to 120° C. for two hours. After cooling the mixture is carefully added to ice/water, then neutralized with sodium-hydrogencarbonate and extracted three times with ethylacetate. The combined organic phases are evaporated to dryness and the residue is chromatographed on a silica gel column (ethylacetate/petroleum ether 1:15). Concentration of the chr... Starting materials: Cl (hydrochloric acid), [OH-].[NH4+] (ammonium hydroxide), FC(C=1C=CC(OC1)=O)(F)F (5-trifluoromethyl-2-pyrone), [OH-].[Na+] (sodium hydroxide). Run in O (water). Reaction conditions: temperature 20 celsius, time 0.5 hour. Product: FC(C=1C=CC(NC1)=O)(F)F (5-trifluoromethyl-2-pyridone). RXN SMILES: [OH-].[NH4+:2].[F:3][C:4]([F:13])([F:12])[C:5]1[CH:6]=[CH:7][C:8](=O)[O:9][CH:10]=1.[OH-].[Na+].Cl>O>[F:3][C:4]([F:13])([F:12])[C:5]1[CH:6]=[CH:7][C:8](=[O:9])[NH:2][CH:10]=1 |f:0.1,3.4|. Procedure details: To 2 cc of concentrated ammonium hydroxide was added 0.1 g of this new 5-trifluoromethyl-2-pyrone compound isolated in Example 4 and the mixture was stirred for 0.5 hours. The mixture was cooled to 20° C., 1 cc of 50% sodium hydroxide solution was added and the mixture then boiled for 5 minutes. The solution was cooled to 20° C., diluted with 5 cc of water and the pH adjusted to 4 with concentrated hydrochloric acid. The solution was extracted with diethyl ether (3×25 cc), and the extract was ev... Starting materials: CCOC(=O)C1(CI)CCN(C(=O)c2ccc(F)cc2)C1, Oc1cnc(-c2ccc(Cl)cc2)cn1. Yields the product CCOC(=O)C1(COc2cnc(-c3ccc(Cl)cc3)cn2)CCN(C(=O)c2ccc(F)cc2)C1. As a reaction SMILES: [CH2:15]([CH3:16])[O:17][C:18](=[O:19])[C:20]1([CH2:34][I:35])[CH2:21][N:22]([C:25]([c:26]2[cH:27][cH:28][c:29]([F:32])[cH:30][cH:31]2)=[O:33])[CH2:23][CH2:24]1.[Cl:1][c:2]1[cH:3][cH:4][c:5](-[c:8]2[n:9][cH:10][c:11]([OH:14])[n:12][cH:13]2)[cH:6][cH:7]1>>[Cl:1][c:2]1[cH:3][cH:4][c:5](-[c:8]2[n:9][cH:10][c:11]([O:14][CH2:34][C:20]3([C:18]([O:17][CH2:15][CH3:16])=[O:19])[CH2:21][N:22]([C:25]([c:26]4[cH:27][cH:28][c:29]([F:32])[cH:30][cH:31]4)=[O:33])[CH2:23][CH2:24]3)[n:12][cH:13]2)[cH:6][cH:7]1. The reactants are COc1c(F)cccc1-c1cccc(-n2cnc(C(=O)N(C)OC)c2)c1, c1cscn1. Product: COc1c(F)cccc1-c1cccc(-n2cnc(C(=O)c3nccs3)c2)c1. RXN SMILES: [CH3:1][O:2][N:3]([C:4](=[O:5])[c:6]1[n:7][cH:8][n:9](-[c:11]2[cH:12][c:13](-[c:17]3[c:18]([O:24][CH3:25])[c:19]([F:23])[cH:20][cH:21][cH:22]3)[cH:14][cH:15][cH:16]2)[cH:10]1)[CH3:26].[cH:27]1[cH:28][s:29][cH:30][n:31]1>>[C:4](=[O:5])([c:6]1[n:7][cH:8][n:9](-[c:11]2[cH:12][c:13](-[c:17]3[c:18]([O:24][CH3:25])[c:19]([F:23])[cH:20][cH:21][cH:22]3)[cH:14][cH:15][cH:16]2)[cH:10]1)[c:30]1[s:29][cH:28][cH:27][n:31]1. Reactants: COC(=O)C(CCC(=O)c1cccs1)NC(C)C(=O)N1CCCC1C(=O)OC(C)(C)C, CO, O. The product is CC(NC(CCC(=O)c1cccs1)C(=O)O)C(=O)N1CCCC1C(=O)OC(C)(C)C. As a reaction SMILES: [C:1]([CH3:2])([CH3:3])([CH3:4])[O:5][C:6]([CH:7]1[N:8]([C:12]([CH:13]([NH:14][CH:15]([CH2:16][CH2:17][C:18]([c:19]2[s:20][cH:21][cH:22][cH:23]2)=[O:24])[C:25](=[O:26])[O:27][CH3:28])[CH3:29])=[O:30])[CH2:9][CH2:10][CH2:11]1)=[O:31].[CH3:32][OH:33].[OH2:34]>>[C:1]([CH3:2])([CH3:3])([CH3:4])[O:5][C:6]([CH:7]1[N:8]([C:12]([CH:13]([NH:14][CH:15]([CH2:16][CH2:17][C:18]([c:19]2[s:20][cH:21][cH:22][cH:23]2)=[O:24])[C:25](=[O:26])[OH:27])[CH3:29])=[O:30])[CH2:9][CH2:10][CH2:11]1)=[O:31]. The reactants are CO, NN, C1CCOC1, O, COC(=O)c1ccc(C(=O)NCCc2ccncc2)s1. Yields the product NNC(=O)c1ccc(C(=O)NCCc2ccncc2)s1. As a reaction SMILES: [CH3:21][OH:22].[NH2:24][NH2:25].[O:26]1[CH2:27][CH2:28][CH2:29][CH2:30]1.[OH2:23].[n:1]1[cH:2][cH:3][c:4]([CH2:7][CH2:8][NH:9][C:10](=[O:11])[c:12]2[cH:13][cH:14][c:15]([C:17]([O:19][CH3:18])=[O:20])[s:16]2)[cH:5][cH:6]1>>[n:1]1[cH:2][cH:3][c:4]([CH2:7][CH2:8][NH:9][C:10](=[O:11])[c:12]2[cH:13][cH:14][c:15]([C:17](=[O:19])[NH:24][NH2:25])[s:16]2)[cH:5][cH:6]1.